From a dataset of the Open Reaction Database (ORD), a public repository of structured organic reaction records. describe an organic reaction: reactants, conditions, products, and yield Starting materials: COc1ccc(C2CCC(=O)Nc3ccccc3C2=O)cc1, CN(C)CCCl, Cc1ccccc1, [H-], [Na+]. Product: COc1ccc(C2CCC(=O)N(CCN(C)C)c3ccccc3C2=O)cc1. Reaction SMILES: [CH3:1][O:2][c:3]1[cH:4][cH:5][c:6]([CH:9]2[CH2:10][CH2:11][C:12](=[O:22])[NH:13][c:14]3[c:15]([cH:18][cH:19][cH:20][cH:21]3)[C:16]2=[O:17])[cH:7][cH:8]1.[CH3:25][N:26]([CH3:27])[CH2:28][CH2:29][Cl:30].[CH3:31][c:32]1[cH:33][cH:34][cH:35][cH:36][cH:37]1.[H-:23].[Na+:24]>>[CH3:1][O:2][c:3]1[cH:4][cH:5][c:6]([CH:9]2[CH2:10][CH2:11][C:12](=[O:22])[N:13]([CH2:29][CH2:28][N:26]([CH3:25])[CH3:27])[c:14]3[c:15]([cH:18][cH:19][cH:20][cH:21]3)[C:16]2=[O:17])[cH:7][cH:8]1.